From a dataset of the Open Reaction Database (ORD), a public repository of structured organic reaction records. describe an organic reaction: reactants, conditions, products, and yield Reactants: CC(C)(C)OC(=O)NCc1ccc(NC(=C2C(=O)Nc3ccc([N+](=O)[O-])cc32)c2ccccc2)cc1, CCOC(C)=O, Cl. Yields the product Cl, NCc1ccc(NC(=C2C(=O)Nc3ccc([N+](=O)[O-])cc32)c2ccccc2)cc1. As a reaction SMILES: [C:1]([O:2][C:3](=[O:4])[NH:8][CH2:9][c:10]1[cH:11][cH:12][c:13]([NH:16][C:17]([c:18]2[cH:19][cH:20][cH:21][cH:22][cH:23]2)=[C:24]2[C:25](=[O:36])[NH:26][c:27]3[cH:28][cH:29][c:30]([N+:33](=[O:34])[O-:35])[cH:31][c:32]32)[cH:14][cH:15]1)([CH3:5])([CH3:6])[CH3:7].[C:38]([O:39][CH2:40][CH3:41])(=[O:42])[CH3:43].[ClH:37]>>[ClH:37].[NH2:8][CH2:9][c:10]1[cH:11][cH:12][c:13]([NH:16][C:17]([c:18]2[cH:19][cH:20][cH:21][cH:22][cH:23]2)=[C:24]2[C:25](=[O:36])[NH:26][c:27]3[cH:28][cH:29][c:30]([N+:33](=[O:34])[O-:35])[cH:31][c:32]32)[cH:14][cH:15]1. Reactants: C(C1=CC=CC=C1)OCCOC=1C=CC(=C2C(C(=CNC12)C1=CC=C(C=C1)OC)=O)F (8-(2-benzyloxyethoxy)-5-fluoro-3-(4-methoxyphenyl)-1H-quinolin-4-one), [H][H] (hydrogen). Reagents/catalysts: [OH-].[OH-].[Pd+2] (palladium hydroxide/carbon). Solvent: C(C)O (ethanol). Run at time 4 hour. The product is FC1=C2C(C(=CNC2=C(C=C1)OCCO)C1=CC=C(C=C1)OC)=O (5-fluoro-8-(2-hydroxyethoxy)-3-(4-methoxyphenyl)-1H-quinolin-4-one). Yield: 105.3%. Reaction SMILES: C([O:8][CH2:9][CH2:10][O:11][C:12]1[CH:13]=[CH:14][C:15]([F:31])=[C:16]2[C:21]=1[NH:20][CH:19]=[C:18]([C:22]1[CH:27]=[CH:26][C:25]([O:28][CH3:29])=[CH:24][CH:23]=1)[C:17]2=[O:30])C1C=CC=CC=1.[H][H]>[OH-].[OH-].[Pd+2].C(O)C>[F:31][C:15]1[CH:14]=[CH:13][C:12]([O:11][CH2:10][CH2:9][OH:8])=[C:21]2[C:16]=1[C:17](=[O:30])[C:18]([C:22]1[CH:27]=[CH:26][C:25]([O:28][CH3:29])=[CH:24][CH:23]=1)=[CH:19][NH:20]2 |f:2.3.4|. Reported procedure: 20% palladium hydroxide/carbon (5.0 g) was added to an ethanol solution (50 ml) of 8-(2-benzyloxyethoxy)-5-fluoro-3-(4-methoxyphenyl)-1H-quinolin-4-one (6.3 g, 15.0 mmol), followed by hydrogen substitution. The mixture was stirred at room temperature for 4 hours. After completion of the reaction, the catalyst was removed and the mixture was concentrated under reduced pressure. The residue was purified using silica gel column chromatography (dichloromethane:methanol=100:0→20:1). The purified mate... Run at time 5 hour. The product is N(C1=CC=CC=C1)C=1C=C2C(C(=O)NC2=O)=CC1NC1=C(C=C(C=C1)O)O (4-Anilino-5-(2,4-dihydroxy-anilino)-phthalimide). The solvent is C(Cl)(Cl)Cl (chloroform). Reactants: N(C1=CC=CC=C1)C=1C=C2C(C(=O)NC2=O)=CC1NC1=C(C=C(C=C1)OC)OC (4-anilino-5-(2,4-dimethoxy-anilino)-phthalimide), B(Br)(Br)Br (boron tribromide). As a reaction SMILES: [NH:1]([C:8]1[CH:9]=[C:10]2[C:15](=[O:16])[NH:14][C:12](=[O:13])[C:11]2=[CH:17][C:18]=1[NH:19][C:20]1[CH:25]=[CH:24][C:23]([O:26]C)=[CH:22][C:21]=1[O:28]C)[C:2]1[CH:7]=[CH:6][CH:5]=[CH:4][CH:3]=1.B(Br)(Br)Br>C(Cl)(Cl)Cl>[NH:1]([C:8]1[CH:9]=[C:10]2[C:15](=[O:16])[NH:14][C:12](=[O:13])[C:11]2=[CH:17][C:18]=1[NH:19][C:20]1[CH:25]=[CH:24][C:23]([OH:26])=[CH:22][C:21]=1[OH:28])[C:2]1[CH:7]=[CH:6][CH:5]=[CH:4][CH:3]=1. Procedure details: To a solution of 100 mg (0.26 mmol) of 4-anilino-5-(2,4-dimethoxy-anilino)-phthalimide in 8 ml of chloroform, a solution of 120 μl (1.24 mmol) boron tribromide is added dropwise at RT. The reaction mixture is stirred for 5 hours at RT, is then quenched with 5 ml of water and the phases are separated. The water phase is extracted three times with ethyl acetate. The organic phases are combined and washed twice with water, dried over magnesium sulfate and concentrated by evaporation. Excluding ligh...